Dataset: the Open Reaction Database (ORD), a public repository of structured organic reaction records. Task: describe an organic reaction: reactants, conditions, products, and yield Starting materials: O=C1CCC(=O)N1Br, CC(=O)c1c(C)coc1C, CC(C)(C#N)N=NC(C)(C)C#N, O, c1ccccc1. The product is CC(=O)c1c(C)oc(Br)c1C. RXN SMILES: [Br:11][N:12]1[C:13](=[O:14])[CH2:15][CH2:16][C:17]1=[O:18].[C:1]([CH3:2])(=[O:3])[c:4]1[c:5]([CH3:10])[o:6][cH:7][c:8]1[CH3:9].[N:19]([C:20]([CH3:21])([CH3:22])[C:23]#[N:24])=[N:25][C:26]([CH3:27])([CH3:28])[C:29]#[N:30].[OH2:31].[cH:32]1[cH:33][cH:34][cH:35][cH:36][cH:37]1>>[C:1]([CH3:2])(=[O:3])[c:4]1[c:5]([CH3:10])[o:6][c:7]([Br:11])[c:8]1[CH3:9]. Starting materials: O[C@@H]1CN(CC[C@H]1SC1=CC=CC=C1)C(=O)OCC(Cl)(Cl)Cl (trans-3-hydroxy-4-phenylthio-1-(β,β,β-trichloroethoxycarbonyl)-piperidine). The reagents and catalysts are [Zn] (zinc). Solvent: C(C)(=O)O (acetic acid). Run at time 1 hour. Yields the product O[C@@H]1CNCC[C@H]1SC1=CC=CC=C1 (trans-3-hydroxy-4-phenylthio-piperidine), crude base. Reaction SMILES: [OH:1][C@H:2]1[C@H:7]([S:8][C:9]2[CH:14]=[CH:13][CH:12]=[CH:11][CH:10]=2)[CH2:6][CH2:5][N:4](C(OCC(Cl)(Cl)Cl)=O)[CH2:3]1>C(O)(=O)C.[Zn]>[OH:1][C@H:2]1[C@H:7]([S:8][C:9]2[CH:10]=[CH:11][CH:12]=[CH:13][CH:14]=2)[CH2:6][CH2:5][NH:4][CH2:3]1. Reported procedure: 14.0 g (0.036 mol) of trans-3-hydroxy-4-phenylthio-1-(β,β,β-trichloroethoxycarbonyl)-piperidine are dissolved in 140 ml of 90% acetic acid and the solution is treated with 9.5 g (0.14 mol) of zinc dust in portions. The reaction mixture is subsequently stirred for one hour at room temperature and then filtered through a layer of diatomaceous earth. The filtrate is evaporated under a high vacuum, the resulting residue is taken up in 500 ml of water, the solution is cooled to 0° in an ice-water bat... Starting materials: O=C1NC(=O)c2ccccc21, CN(C)C=O, O=S(=O)(CCCCl)c1ccc(Cl)cc1, [K]. The product is O=C1c2ccccc2C(=O)N1CCCS(=O)(=O)c1ccc(Cl)cc1. As a reaction SMILES: [C:15]1(=[O:25])[c:16]2[c:17]([cH:21][cH:22][cH:23][cH:24]2)[C:18](=[O:20])[NH:19]1.[CH3:27][N:28]([CH3:29])[CH:30]=[O:31].[Cl:1][CH2:2][CH2:3][CH2:4][S:5](=[O:6])(=[O:7])[c:8]1[cH:9][cH:10][c:11]([Cl:14])[cH:12][cH:13]1.[K:26]>>[CH2:2]([CH2:3][CH2:4][S:5](=[O:6])(=[O:7])[c:8]1[cH:9][cH:10][c:11]([Cl:14])[cH:12][cH:13]1)[N:19]1[C:15](=[O:25])[c:16]2[c:17]([cH:21][cH:22][cH:23][cH:24]2)[C:18]1=[O:20]. Run in CC(=O)C (acetone). The reactants are CC[C@@]12CCCN3[C@@H]1C4=C(C=5C=CC=CC5N4[C@](C2)(C(=O)OC)O)CC3 (vincamine), COS(=O)(=O)OC (dimethylsulfate). Product: CC[C@@]12CCCN3[C@@H]1C4=C(C=5C=CC=CC5N4[C@](C2)(C(=O)OC)O)CC3.COS(=O)(=O)[O-] (Vincamine methylsulfate). RXN SMILES: [CH3:1][CH2:2][C@:3]12[CH2:19][C@:18]([OH:24])([C:20]([O:22][CH3:23])=[O:21])[N:17]3[C:9]4=[C:10]([CH2:25][CH2:26][N:7]([C@@H:8]14)[CH2:6][CH2:5][CH2:4]2)[C:11]1[CH:12]=[CH:13][CH:14]=[CH:15][C:16]=13.[CH3:27][O:28][S:29]([O:32]C)(=[O:31])=[O:30]>CC(C)=O>[CH3:1][CH2:2][C@:3]12[CH2:19][C@:18]([OH:24])([C:20]([O:22][CH3:23])=[O:21])[N:17]3[C:9]4=[C:10]([CH2:25][CH2:26][N:7]([C@@H:8]14)[CH2:6][CH2:5][CH2:4]2)[C:11]1[CH:12]=[CH:13][CH:14]=[CH:15][C:16]=13.[CH3:27][O:28][S:29]([O-:32])(=[O:31])=[O:30] |f:3.4|. Reaction conditions: time 6 hour. Procedure: 7.08 g (2.10-2 moles) of vincamine are dissolved in 900 mls of boiling anhydrous acetone. Under stirring, 1.8 mls of dimethylsulfate are added and the resulting mixture is maintained under boiling for 6 hours. The mixture is concentrated to 400 mls and maintained on standing for a night. The mixture is filtered, washed onto the filter with ether and dried in a vacuum furnace at 50° C. There are obtained 7 g of a product having melting point of 191° C., soluble in water and alcohol.